This data is from the Open Reaction Database (ORD), a public repository of structured organic reaction records. The task is: describe an organic reaction: reactants, conditions, products, and yield Starting materials: C=C1C2=C(CN(C1)S(=O)(=O)C1=CC=C(C)C=C1)C=CS2 (4,5,6,7-tetrahydro-7-methylene-5-tosylthieno[3,2-c]pyridine), CC(C)(C)[O-].[K+] (KOt-Bu). Run in OC(C)(C)C (HOt-Bu). The product is CC=1C2=C(C=NC1)C=CS2 (7-methylthieno[3,2-c]pyridine). Isolated yield 84.6%. Reaction SMILES: [CH2:1]=[C:2]1[CH2:7][N:6](S(C2C=CC(C)=CC=2)(=O)=O)[CH2:5][C:4]2[CH:18]=[CH:19][S:20][C:3]1=2.CC([O-])(C)C.[K+]>OC(C)(C)C>[CH3:1][C:2]1[C:3]2[S:20][CH:19]=[CH:18][C:4]=2[CH:5]=[N:6][CH:7]=1 |f:1.2|. Reported procedure: To a solution of 4,5,6,7-tetrahydro-7-methylene-5-tosylthieno[3,2-c]pyridine (150 mg, 0.491 mmol, 1.0 equiv) in HOt-Bu (5 mL) was added KOt-Bu (110 mg, 0.982 mmol, 2.0 equiv) and heated to reflux for 3 h. Purification by column chromatography using ethyl acetate elution gave 62 mg of the yellow solid, 85%. The reactants are OC(CC1CCN(CC1)C(=O)OC(C)(C)C)C=1N(N=C2C(NC=3C=CC=CC3C21)=O)C2=CC=CC=C2 (Tert-butyl 4-[2-hydroxy-2-(4-oxo-2-phenyl-4,5-dihydro-2H-pyrazolo[3,4-c]quinolin-1-yl)ethyl]piperidine-1-carboxylate), [OH-].[Na+] (sodium hydroxide), Cl (hydrochloric acid), ice. Solvent: C(C)#N (acetonitrile). Reaction conditions: time 30 minute. The product is OC(CC1CCNCC1)C=1N(N=C2C(NC=3C=CC=CC3C21)=O)C2=CC=CC=C2 (1-(1-hydroxy-2-piperidin-4-ylethyl)-2-phenyl-2,5-dihydro-4H-pyrazolo[3,4-c]quinolin-4-one). Isolated yield 51.5%. As a reaction SMILES: [OH:1][CH:2]([C:17]1[N:18]([C:31]2[CH:36]=[CH:35][CH:34]=[CH:33][CH:32]=2)[N:19]=[C:20]2[C:29]=1[C:28]1[CH:27]=[CH:26][CH:25]=[CH:24][C:23]=1[NH:22][C:21]2=[O:30])[CH2:3][CH:4]1[CH2:9][CH2:8][N:7](C(OC(C)(C)C)=O)[CH2:6][CH2:5]1.Cl.[OH-].[Na+]>C(#N)C>[OH:1][CH:2]([C:17]1[N:18]([C:31]2[CH:32]=[CH:33][CH:34]=[CH:35][CH:36]=2)[N:19]=[C:20]2[C:29]=1[C:28]1[CH:27]=[CH:26][CH:25]=[CH:24][C:23]=1[NH:22][C:21]2=[O:30])[CH2:3][CH:4]1[CH2:9][CH2:8][NH:7][CH2:6][CH2:5]1 |f:2.3|. Procedure: Tert-butyl 4-[2-hydroxy-2-(4-oxo-2-phenyl-4,5-dihydro-2H-pyrazolo[3,4-c]quinolin-1-yl)ethyl]piperidine-1-carboxylate (100 mg, 0.2 mmol) was combined with concentrated hydrochloric acid (1 mL) and stirred at ambient temperature for 30 min. The reaction was poured over ice and the pH of the ice slurry was brought to 12 with 50% aqueous sodium hydroxide. The aqueous layer was extracted with dichloromethane. The combined organic extracts were dried over sodium sulfate, filtered, and concentrated und... The reactants are CCO, FC(F)(F)C(F)(F)C(F)(F)C(F)(F)C(F)(F)C(F)(F)C(F)(F)C(F)(F)CCI, NC(N)=S. Yields the product FC(F)(F)C(F)(F)C(F)(F)C(F)(F)C(F)(F)C(F)(F)C(F)(F)C(F)(F)CCS. Reaction SMILES: [CH3:33][CH2:34][OH:35].[F:5][C:6]([C:7]([C:8]([C:9]([C:10]([C:11]([C:12]([C:13]([F:14])([F:15])[F:16])([F:17])[F:18])([F:19])[F:20])([F:21])[F:22])([F:23])[F:24])([F:25])[F:26])([F:27])[F:28])([CH2:29][CH2:30][I:31])[F:32].[NH2:1][C:2]([NH2:3])=[S:4]>>[CH2:2]([SH:4])[CH2:29][C:6]([F:5])([C:7]([C:8]([C:9]([C:10]([C:11]([C:12]([C:13]([F:14])([F:15])[F:16])([F:17])[F:18])([F:19])[F:20])([F:21])[F:22])([F:23])[F:24])([F:25])[F:26])([F:27])[F:28])[F:32]. Reactants: crude product, CC1=NOC(=C1C=1C=C2C(C(NC2=CC1)=O)(C1=CC=CC=C1)O)C (5-(3,5-dimethylisoxazol-4-yl)-3-hydroxy-3-phenylindolin-2-one), N1=CC=CC=C1 (pyridine), O=S(Cl)Cl (SOCl2). The solvent is N.CO (NH3 MeOH), C1CCOC1 (THF), CC(OCC)=O (EA). Run at time 20 minute. Yields the product NC1(C(NC2=CC=C(C=C12)C=1C(=NOC1C)C)=O)C1=CC=CC=C1 (3-amino-5-(3,5-dimethylisoxazol-4-yl)-3-phenylindolin-2-one). Isolated yield 40.0%. RXN SMILES: [CH3:1][C:2]1[C:6]([C:7]2[CH:8]=[C:9]3[C:13](=[CH:14][CH:15]=2)[NH:12][C:11](=[O:16])[C:10]3(O)[C:17]2[CH:22]=[CH:21][CH:20]=[CH:19][CH:18]=2)=[C:5]([CH3:24])[O:4][N:3]=1.[N:25]1C=CC=CC=1.O=S(Cl)Cl>C1COCC1.N.CO.CC(=O)OCC>[NH2:25][C:10]1([C:17]2[CH:22]=[CH:21][CH:20]=[CH:19][CH:18]=2)[C:9]2[C:13](=[CH:14][CH:15]=[C:7]([C:6]3[C:2]([CH3:1])=[N:3][O:4][C:5]=3[CH3:24])[CH:8]=2)[NH:12][C:11]1=[O:16] |f:4.5|. Procedure: Under N2, to a solution of 5-(3,5-dimethylisoxazol-4-yl)-3-hydroxy-3-phenylindolin-2-one (21 g, 65.6 mmol, 1.0 eq) in THF (300 mL) was added dropwise pyridine (30 mL) and SOCl2 (15 mL) at −15° C.˜−20° C., the mixture was stirred for 20 min at −15° C.˜−20° C., quenched with brine (50 mL), washed with brine (300 mL×2), the organic phase was concentrated to give 17.5 g crude product. The crude product was dissolved in NH3/MeOH (7M, 200 mL), and stirred for 2 hours at room temperature. Then the solv...